Task: describe an organic reaction: reactants, conditions, products, and yield. Dataset: the Open Reaction Database (ORD), a public repository of structured organic reaction records Starting materials: Cc1ccccc1, CNc1ccccc1, CC(C)(C)[O-], [Na+], CC(=O)[O-], CC(=O)[O-], [Pd+2]. Product: Cc1ccccc1N(C)c1ccccc1. Reaction SMILES: [CH3:15][c:16]1[cH:17][cH:18][cH:19][cH:20][cH:21]1.[CH3:1][NH:2][c:3]1[cH:4][cH:5][cH:6][cH:7][cH:8]1.[CH3:9][C:10]([CH3:11])([O-:12])[CH3:13].[Na+:14].[O-:23][C:24]([CH3:25])=[O:26].[O-:27][C:28]([CH3:29])=[O:30].[Pd+2:22]>>[CH3:1][N:2]([c:3]1[cH:4][cH:5][cH:6][cH:7][cH:8]1)[c:17]1[c:16]([CH3:15])[cH:21][cH:20][cH:19][cH:18]1. Starting materials: BrC1=CC(=C(C(=O)C2CCN(CC2)C(C)=O)C=C1)F (4-(4-bromo-2-fluorobenzoyl)-1-acetylpiperidine), CNN (methylhydrazine). Solvent: C(CCC)O (n-butanol). The product is C(C)(=O)N1CCC(CC1)C1=NNC2=CC(=CC=C12)Br (3-(1-acetyl-4-piperidinyl)-6-bromo-1H-indazole). Reaction SMILES: [Br:1][C:2]1[CH:18]=[CH:17][C:5]([C:6]([CH:8]2[CH2:13][CH2:12][N:11]([C:14](=[O:16])[CH3:15])[CH2:10][CH2:9]2)=O)=[C:4](F)[CH:3]=1.C[NH:21][NH2:22]>C(O)CCC>[C:14]([N:11]1[CH2:12][CH2:13][CH:8]([C:6]2[C:5]3[C:4](=[CH:3][C:2]([Br:1])=[CH:18][CH:17]=3)[NH:22][N:21]=2)[CH2:9][CH2:10]1)(=[O:16])[CH3:15]. Reported procedure: A solution of 3.3 g of 4-(4-bromo-2-fluorobenzoyl)-1-acetylpiperidine, 1.1 g (0.013 mole) of methylhydrazine and 30 ml of n-butanol was heated under reflux for 16 hrs. The reaction mixture was concentrated in vacuo and the residue was diluted with water. The aqueous suspension was made basic with ammonium hydroxide solution and extracted with dichloromethane. The extract was washed with water, dried over anhydrous potassium carbonate and the solvent was concentrated to give 3-(1-acetyl-4-piperid... The reactants are ClC1=CC2=C(C3=C(CN=C2C2=C(C=CC=C2)F)C=NC(=N3)N)C=C1 (9-chloro-7-(2-fluorophenyl)-2-amino-5H-pyrimido[5,4-d][2]benzazepine), [OH-].[NH4+] (ammonium hydroxide). Solvent: S(O)(O)(=O)=O (sulfuric acid), O (water). Product: ClC1=CC2=C(C3=C(CN=C2C2=C(C=CC=C2)F)C=NC(=N3)O)C=C1 (9-chloro-7-(2-fluorophenyl)-5H-pyrimido[5,4-d][2]benzazepin-2-ol). Reaction SMILES: [Cl:1][C:2]1[CH:24]=[CH:23][C:5]2[C:6]3[N:21]=[C:20](N)[N:19]=[CH:18][C:7]=3[CH2:8][N:9]=[C:10]([C:11]3[CH:16]=[CH:15][CH:14]=[CH:13][C:12]=3[F:17])[C:4]=2[CH:3]=1.[OH-:25].[NH4+]>S(=O)(=O)(O)O.O>[Cl:1][C:2]1[CH:24]=[CH:23][C:5]2[C:6]3[N:21]=[C:20]([OH:25])[N:19]=[CH:18][C:7]=3[CH2:8][N:9]=[C:10]([C:11]3[CH:16]=[CH:15][CH:14]=[CH:13][C:12]=3[F:17])[C:4]=2[CH:3]=1 |f:1.2|. Reported procedure: A solution of 1.2 g (0.00354 mol) of 9-chloro-7-(2-fluorophenyl)-2-amino-5H-pyrimido[5,4-d][2]benzazepine in 20 ml of concentrated sulfuric acid and 20 ml of water was refluxed for 12 hr, and then cooled. After the addition of ice, the reaction mixture was basified with ammonium hydroxide and extracted with 100 ml of dichloromethane. The solids were collected by filtration and recrystallized from dichloromethane/methanol to give the end product as white prisms, mp 279°-299° dec. The dichlorometh...